From a dataset of the Open Reaction Database (ORD), a public repository of structured organic reaction records. describe an organic reaction: reactants, conditions, products, and yield Starting materials: CC(C)(C)OC(=O)N1CCNCC1, CCN=C=NCCCN(C)C, CCN(C(C)C)C(C)C, O=C(O)c1cc(Cl)ccc1Cl, Cl, CN(C)C=O, O, On1nnc2ccccc21. Yields the product CC(C)(C)OC(=O)N1CCN(C(=O)c2cc(Cl)ccc2Cl)CC1. As a reaction SMILES: [C:43]([CH3:44])([CH3:45])([CH3:46])[O:47][C:48](=[O:49])[N:50]1[CH2:51][CH2:52][NH:53][CH2:54][CH2:55]1.[CH3:31][CH2:32][N:33]=[C:34]=[N:35][CH2:36][CH2:37][CH2:38][N:39]([CH3:40])[CH3:41].[CH:11]([N:12]([CH2:13][CH3:14])[CH:15]([CH3:16])[CH3:17])([CH3:18])[CH3:19].[Cl:20][c:21]1[c:22]([C:23](=[O:24])[OH:25])[cH:26][c:27]([Cl:30])[cH:28][cH:29]1.[ClH:42].[O:56]=[CH:57][N:58]([CH3:59])[CH3:60].[OH2:61].[OH:1][n:2]1[c:3]2[c:4]([cH:5][cH:6][cH:7][cH:8]2)[n:9][n:10]1>>[Cl:20][c:21]1[c:22]([C:23](=[O:25])[N:53]2[CH2:52][CH2:51][N:50]([C:48]([O:47][C:43]([CH3:44])([CH3:45])[CH3:46])=[O:49])[CH2:55][CH2:54]2)[cH:26][c:27]([Cl:30])[cH:28][cH:29]1. The reactants are O=C(O)COc1ccc2c(-c3ccccc3F)noc2c1Cl, O=[N+]([O-])O, O=S(=O)(O)O. Product: O=C(O)COc1ccc2c(-c3cc([N+](=O)[O-])ccc3F)noc2c1Cl. Reaction SMILES: [Cl:1][c:2]1[c:3]([O:18][CH2:19][C:20](=[O:21])[OH:22])[cH:4][cH:5][c:6]2[c:7](-[c:11]3[c:12]([F:17])[cH:13][cH:14][cH:15][cH:16]3)[n:8][o:9][c:10]12.[OH:23][N+:24]([O-:25])=[O:26].[S:27](=[O:28])(=[O:29])([OH:30])[OH:31]>>[Cl:1][c:2]1[c:3]([O:18][CH2:19][C:20](=[O:21])[OH:22])[cH:4][cH:5][c:6]2[c:7](-[c:11]3[c:12]([F:17])[cH:13][cH:14][c:15]([N+:24](=[O:23])[O-:25])[cH:16]3)[n:8][o:9][c:10]12. Starting materials: ClC1=C(C(=NC=N1)NS(=O)(=O)C1=CC=C(C=C1)C)C1=CC=C(C=C1)OC (N-[6-chloro-5-(p-methoxyphenyl)-4-pyrimidinyl]-p-toluenesulfonamide), C(CO)(=O)[O-].[Na+] (sodium glycolate), [Na] (sodium). Solvent: C(CO)O (ethylene glycol). Yields the product OCCOC1=C(C(=NC=N1)NS(=O)(=O)C1=CC=C(C=C1)C)C1=CC=C(C=C1)OC (N-[6-(2-hydroxy-ethoxy)-5-(p-methoxyphenyl)-4-pyrimidinyl]-p-toluenesulfon-amide). Reaction SMILES: Cl[C:2]1[N:7]=[CH:6][N:5]=[C:4]([NH:8][S:9]([C:12]2[CH:17]=[CH:16][C:15]([CH3:18])=[CH:14][CH:13]=2)(=[O:11])=[O:10])[C:3]=1[C:19]1[CH:24]=[CH:23][C:22]([O:25][CH3:26])=[CH:21][CH:20]=1.[C:27]([O-])(=[O:30])[CH2:28][OH:29].[Na+].[Na]>C(O)CO>[OH:29][CH2:28][CH2:27][O:30][C:2]1[N:7]=[CH:6][N:5]=[C:4]([NH:8][S:9]([C:12]2[CH:17]=[CH:16][C:15]([CH3:18])=[CH:14][CH:13]=2)(=[O:11])=[O:10])[C:3]=1[C:19]1[CH:24]=[CH:23][C:22]([O:25][CH3:26])=[CH:21][CH:20]=1 |f:1.2,^1:32|. Procedure: 190 mg of N-[6-chloro-5-(p-methoxyphenyl)-4-pyrimidinyl]-p-toluenesulfonamide were added to a sodium glycolate solution from 46 mg of sodium in 1 ml of ethylene glycol. After a reaction period of 5 hours at 100° C., the reaction mixture was evaporated to dryness under reduced pressure. The residue was partitioned between ethyl acetate and 1N hydrochloric acid. The organic phase was washed neutral, dried and evaporated under reduced pressure. The residue was chromatographed on silica gel with met...